describe an organic reaction: reactants, conditions, products, and yield From a dataset of the Open Reaction Database (ORD), a public repository of structured organic reaction records. Starting materials: CC(C)Cc1cc(N)ccc1C(F)(C(F)(F)F)C(F)(F)F, CO, C[O-], [Na+], O. Product: COC(c1ccc(N)cc1CC(C)C)(C(F)(F)F)C(F)(F)F. RXN SMILES: [CH2:1]([CH:2]([CH3:3])[CH3:4])[c:5]1[cH:6][c:7]([NH2:8])[cH:9][cH:10][c:11]1[C:12]([C:13]([F:14])([F:15])[F:16])([C:17]([F:18])([F:19])[F:20])[F:21].[CH3:23][OH:24].[CH3:25][O-:26].[Na+:27].[OH2:22]>>[CH2:1]([CH:2]([CH3:3])[CH3:4])[c:5]1[cH:6][c:7]([NH2:8])[cH:9][cH:10][c:11]1[C:12]([C:13]([F:14])([F:15])[F:16])([C:17]([F:18])([F:19])[F:20])[O:22][CH3:23]. Reactants: CC=1C=C(N)C=C(C1)B1OC(C(O1)(C)C)(C)C (3-methyl-5-(4,4,5,5-tetramethyl-1,3,2-dioxaborolan-2-yl)aniline), BrC1=CN=C(S1)C(CO[Si](C)(C)C(C)(C)C)(C)O (2-(5-bromo-1,3-thiazol-2-yl)-1-{[tert-butyl(dimethyl)silyl]oxy}propan-2-ol), CC(C)C1=CC(=C(C(=C1)C(C)C)C2=C(C=CC=C2)P(C3CCCCC3)C4CCCCC4)C(C)C (X-Phos), C([O-])([O-])=O.[Cs+].[Cs+] (cesium carbonate). Reagents/catalysts: C=1C=CC(=CC1)/C=C/C(=O)/C=C/C2=CC=CC=C2.C=1C=CC(=CC1)/C=C/C(=O)/C=C/C2=CC=CC=C2.C=1C=CC(=CC1)/C=C/C(=O)/C=C/C2=CC=CC=C2.[Pd].[Pd] (Pd2(dba)3). Conditions: temperature 110 celsius. The product is NC=1C=C(C=C(C1)C)C1=CN=C(S1)C(CO[Si](C)(C)C(C)(C)C)(C)O (2-[5-(3-amino-5-methylphenyl)-1,3-thiazol-2-yl]-1-{[tert-butyl(dimethyl)silyl]oxy}propan-2-ol). Isolated yield 73.2%. Reaction SMILES: [CH3:1][C:2]1[CH:3]=[C:4]([CH:6]=[C:7](B2OC(C)(C)C(C)(C)O2)[CH:8]=1)[NH2:5].Br[C:19]1[S:23][C:22]([C:24]([OH:35])([CH3:34])[CH2:25][O:26][Si:27]([C:30]([CH3:33])([CH3:32])[CH3:31])([CH3:29])[CH3:28])=[N:21][CH:20]=1.CC(C1C=C(C(C)C)C(C2C=CC=CC=2P(C2CCCCC2)C2CCCCC2)=C(C(C)C)C=1)C.C(=O)([O-])[O-].[Cs+].[Cs+]>C1C=CC(/C=C/C(/C=C/C2C=CC=CC=2)=O)=CC=1.C1C=CC(/C=C/C(/C=C/C2C=CC=CC=2)=O)=CC=1.C1C=CC(/C=C/C(/C=C/C2C=CC=CC=2)=O)=CC=1.[Pd].[Pd]>[NH2:5][C:4]1[CH:6]=[C:7]([C:19]2[S:23][C:22]([C:24]([OH:35])([CH3:34])[CH2:25][O:26][Si:27]([C:30]([CH3:33])([CH3:32])[CH3:31])([CH3:29])[CH3:28])=[N:21][CH:20]=2)[CH:8]=[C:2]([CH3:1])[CH:3]=1 |f:3.4.5,6.7.8.9.10|. Reported procedure: 3-methyl-5-(4,4,5,5-tetramethyl-1,3,2-dioxaborolan-2-yl)aniline (69 mg, 0.296 mmol), the product of Step 2 (104 mg, 0.296 mmol), X-Phos (14.11 mg, 0.030 mmol), cesium carbonate (289 mg, 0.888 mmol), and Pd2(dba)3 (13.55 mg, 0.015 mmol) were placed in a flask flushed with Ar. Degassed Dioxane (1.2 ml) and Water (0.12 ml) were added and heated to 110° C. for 5.5 h. The reaction was allowed to cool to room temperature and then quenched with saturated aqueous sodium bicarbonate and extracted with Et... Starting materials: ClC1=CC=C(C=C1)C1N=C(N(C1C1=CC=C(C=C1)Cl)C(=O)Cl)C=1C(=NC(=NC1)OCC)OCC (4,5-Bis-(4-chloro-phenyl)-2-(2,4-diethoxy-pyrimidin-5-yl)-4,5-dihydro-imidazole-1-carbonyl chloride), N1(CCOCC1)C(CN1CCNCC1)=O (1-morpholin-4-yl-2-piperazin-1-yl-ethanone). The product is ClC1=CC=C(C=C1)[C@@H]1N=C(N([C@@H]1C1=CC=C(C=C1)Cl)C(=O)N1CCN(CC1)CC(=O)N1CCOCC1)C=1C(=NC(=NC1)OCC)OCC (cis-2-{4-[4,5-bis-(4-chloro-phenyl)-2-(2,4-diethoxy-pyrimidin-5-yl)-4,5-dihydro-imidazole-1-carbonyl]-piperazin-1-yl}-1-morpholin-4-yl-ethanone). As a reaction SMILES: [Cl:1][C:2]1[CH:7]=[CH:6][C:5]([CH:8]2[CH:12]([C:13]3[CH:18]=[CH:17][C:16]([Cl:19])=[CH:15][CH:14]=3)[N:11]([C:20](Cl)=[O:21])[C:10]([C:23]3[C:24]([O:32][CH2:33][CH3:34])=[N:25][C:26]([O:29][CH2:30][CH3:31])=[N:27][CH:28]=3)=[N:9]2)=[CH:4][CH:3]=1.[N:35]1([C:41](=[O:49])[CH2:42][N:43]2[CH2:48][CH2:47][NH:46][CH2:45][CH2:44]2)[CH2:40][CH2:39][O:38][CH2:37][CH2:36]1>>[Cl:1][C:2]1[CH:7]=[CH:6][C:5]([C@H:8]2[C@@H:12]([C:13]3[CH:18]=[CH:17][C:16]([Cl:19])=[CH:15][CH:14]=3)[N:11]([C:20]([N:46]3[CH2:47][CH2:48][N:43]([CH2:42][C:41]([N:35]4[CH2:36][CH2:37][O:38][CH2:39][CH2:40]4)=[O:49])[CH2:44][CH2:45]3)=[O:21])[C:10]([C:23]3[C:24]([O:32][CH2:33][CH3:34])=[N:25][C:26]([O:29][CH2:30][CH3:31])=[N:27][CH:28]=3)=[N:9]2)=[CH:4][CH:3]=1. Procedure details: cis-4-[4,5-Bis-(4-chloro-phenyl)-2-(2,4-diethoxy-pyrimidin-5-yl)-4,5-dihydro-imidazole-1-carbonyl chloride (example 8) was reacted with 1-morpholin-4-yl-2-piperazin-1-yl-ethanone (Oakwood Products) to give cis-2-{4-[4,5-bis-(4-chloro-phenyl)-2-(2,4-diethoxy-pyrimidin-5-yl)-4,5-dihydro-imidazole-1-carbonyl]-piperazin-1-yl}-1-morpholin-4-yl-ethanone in an analogous manner as described in example 1. HR-MS (ES, m/z) calculated for C34H40N7O5Cl2 [(M+H)+] 696.2463, observed 696.2463. Conditions: temperature 100 celsius, time 2 hour. Reported procedure: [1-(4-chloroquinolin-7-ylmethyl)-2-oxopyrrolidin-3-(S)-yl]carbamic acid tert-butyl ester (250 mg, 0.665 mmol), phenol (626 mg, 6.65 mmol), and anhydrous acetate (513 mg, 6.65 mmol) are combined and heated at 100° C., with reflux apparatus, under nitrogen overnight. Then the mixture is cooled to room temperature, and acetonitrile (20 mL) and water (20 mL) are added. The solution separates into 2 phases (both containing product), which are concentrated to dryness, and separately purified by revers... Run in O (water). Product: Cl.N[C@@H]1C(N(CC1)CC1=CC=C2C(=CC=NC2=C1)N)=O (3-(S)-Amino-1-(4-aminoquinolin-7-ylmethyl)pyrrolidin-2-one hydrochloride). Reaction SMILES: C(OC(=O)[NH:7][C@H:8]1[CH2:12][CH2:11][N:10]([CH2:13][C:14]2[CH:23]=[C:22]3[C:17]([C:18]([Cl:24])=[CH:19][CH:20]=[N:21]3)=[CH:16][CH:15]=2)[C:9]1=[O:25])(C)(C)C.C1(O)C=CC=CC=1.C([O-])(=O)C.C(#[N:40])C>O>[ClH:24].[NH2:7][C@H:8]1[CH2:12][CH2:11][N:10]([CH2:13][C:14]2[CH:23]=[C:22]3[C:17]([C:18]([NH2:40])=[CH:19][CH:20]=[N:21]3)=[CH:16][CH:15]=2)[C:9]1=[O:25] |f:5.6|. Starting materials: C(C)(C)(C)OC(N[C@@H]1C(N(CC1)CC1=CC=C2C(=CC=NC2=C1)Cl)=O)=O ([1-(4-chloroquinolin-7-ylmethyl)-2-oxopyrrolidin-3-(S)-yl]carbamic acid tert-butyl ester), C1(=CC=CC=C1)O (phenol), C(C)(=O)[O-] (acetate), C(C)#N (acetonitrile).